This data is from the Open Reaction Database (ORD), a public repository of structured organic reaction records. The task is: describe an organic reaction: reactants, conditions, products, and yield The reactants are C(C)C1C(CC(C(C(OC(C2CCCCN2C(C(C2(C(CC(C(C(CC(CC(=C1)C)C)OC)O2)OC)C)O)=O)=O)=O)C(=CC2CC(C(CC2)OC2=CC=C1C=C(NC1=C2)C(C)O[Si](C)(C)C(C)(C)C)OC)C)C)O)=O (17-ethyl-1,14-dihydroxy-12-[2'-(4"-(1-t-butyldimethylsilyloxyethylindol-6-yl)oxy-3"-methoxycyclohexyl)-1'-methylvinyl]-23,25-dimethoxy-13,19,21,27-tetramethyl-11,28-dioxa-4-azatricyclo[22.3.1.04,9 ]octacos-18-ene-2,3,10,16-tetraone), C1(=CC=C(C=C1)S(=O)(=O)O)C (p-toluene sulfonic acid). Run in C(Cl)Cl (CH2Cl2), CO (CH3OH). Reaction conditions: time 2 hour. The product is C(C)C1C(CC(C(C(OC(C2CCCCN2C(C(C2(C(CC(C(C(CC(CC(=C1)C)C)OC)O2)OC)C)O)=O)=O)=O)C(=CC2CC(C(CC2)OC2=CC=C1C=C(NC1=C2)C(C)O)OC)C)C)O)=O (17-Ethyl-1,14-dihydroxy-12-[2'-(4"-(1-hydroxyethylindol-6-yl)oxy-3"-methoxycyclohexyl)-1'-methylvinyl]-23,25-dimethoxy-13,19,21,27-tetramethyl-11,28-dioxa-4-azatricyclo[22.3.1.04,9 ]octacos-18-ene-2,3,10,16-tetraone). Isolated yield 41.1%. RXN SMILES: [CH2:1]([CH:3]1[CH:29]=[C:28]([CH3:30])[CH2:27][CH:26]([CH3:31])[CH2:25][CH:24]([O:32][CH3:33])[CH:23]2[O:34][C:19]([OH:38])([CH:20]([CH3:37])[CH2:21][CH:22]2[O:35][CH3:36])[C:18](=[O:39])[C:17](=[O:40])[N:16]2[CH:11]([CH2:12][CH2:13][CH2:14][CH2:15]2)[C:10](=[O:41])[O:9][CH:8]([C:42]([CH3:72])=[CH:43][CH:44]2[CH2:49][CH2:48][CH:47]([O:50][C:51]3[CH:59]=[C:58]4[C:54]([CH:55]=[C:56]([CH:60]([O:62][Si](C(C)(C)C)(C)C)[CH3:61])[NH:57]4)=[CH:53][CH:52]=3)[CH:46]([O:70][CH3:71])[CH2:45]2)[CH:7]([CH3:73])[CH:6]([OH:74])[CH2:5][C:4]1=[O:75])[CH3:2].C1(C)C=CC(S(O)(=O)=O)=CC=1>C(Cl)Cl.CO>[CH2:1]([CH:3]1[CH:29]=[C:28]([CH3:30])[CH2:27][CH:26]([CH3:31])[CH2:25][CH:24]([O:32][CH3:33])[CH:23]2[O:34][C:19]([OH:38])([CH:20]([CH3:37])[CH2:21][CH:22]2[O:35][CH3:36])[C:18](=[O:39])[C:17](=[O:40])[N:16]2[CH:11]([CH2:12][CH2:13][CH2:14][CH2:15]2)[C:10](=[O:41])[O:9][CH:8]([C:42]([CH3:72])=[CH:43][CH:44]2[CH2:49][CH2:48][CH:47]([O:50][C:51]3[CH:59]=[C:58]4[C:54]([CH:55]=[C:56]([CH:60]([OH:62])[CH3:61])[NH:57]4)=[CH:53][CH:52]=3)[CH:46]([O:70][CH3:71])[CH2:45]2)[CH:7]([CH3:73])[CH:6]([OH:74])[CH2:5][C:4]1=[O:75])[CH3:2]. Procedure details: To a solution of 17-ethyl-1,14-dihydroxy-12-[2'-(4"-(1-t-butyldimethylsilyloxyethylindol-6-yl)oxy-3"-methoxycyclohexyl)-1'-methylvinyl]-23,25-dimethoxy-13,19,21,27-tetramethyl-11,28-dioxa-4-azatricyclo[22.3.1.04,9 ]octacos-18-ene-2,3,10,16-tetraone (150 mg) in CH2Cl2 (4 mL.) at rt was added a solution of p-toluene sulfonic acid (20 mg.) in CH3OH (4 mL.). The reaction mixture was stirred for 2 hr., quenched with saturated NaHCO3, then extracted with CH2Cl2. The extracts were combined, dried over ... Starting materials: CNC, CN(C)C=O, O=[N+]([O-])c1ccc(Oc2ccnc3cc(-c4cccc(CCl)c4)sc23)c(F)c1. Yields the product CN(C)Cc1cccc(-c2cc3nccc(Oc4ccc([N+](=O)[O-])cc4F)c3s2)c1. Reaction SMILES: [CH3:29][NH:30][CH3:31].[CH3:32][N:33]([CH3:34])[CH:35]=[O:36].[Cl:1][CH2:2][c:3]1[cH:4][c:5](-[c:9]2[cH:10][c:11]3[n:12][cH:13][cH:14][c:15]([O:18][c:19]4[c:20]([F:28])[cH:21][c:22]([N+:25](=[O:26])[O-:27])[cH:23][cH:24]4)[c:16]3[s:17]2)[cH:6][cH:7][cH:8]1>>[CH2:2]([c:3]1[cH:4][c:5](-[c:9]2[cH:10][c:11]3[n:12][cH:13][cH:14][c:15]([O:18][c:19]4[c:20]([F:28])[cH:21][c:22]([N+:25](=[O:26])[O-:27])[cH:23][cH:24]4)[c:16]3[s:17]2)[cH:6][cH:7][cH:8]1)[N:30]([CH3:29])[CH3:31]. The reactants are ice water, N1CCOCC1 (morpholine), OCC(C(C)(C)C)=O (hydroxy-pinacolone), C(C#N)C#N (malonic acid dinitrile). The solvent is CN(C=O)C (dimethylformamide). The product is NC=1OC=C(C1C#N)C(C)(C)C (2-amino-3-cyano-4-tert.-butyl-furan). The yield is 51.8%. As a reaction SMILES: N1CCOCC1.[OH:7][CH2:8][C:9](=O)[C:10]([CH3:13])([CH3:12])[CH3:11].[CH2:15]([C:18]#[N:19])[C:16]#[N:17]>CN(C)C=O>[NH2:19][C:18]1[O:7][CH:8]=[C:9]([C:10]([CH3:13])([CH3:12])[CH3:11])[C:15]=1[C:16]#[N:17]. Procedure: 174 g (2 moles) of morpholine were added dropwise to a solution of 232 g (2 moles) of hydroxy-pinacolone and 132 g (2 moles) of malonic acid dinitrile in 500 ml of dimethylformamide, while cooling, in a manner such that the internal temperature did not rise above 40° C. After the reaction had ended, the reaction mixture was stirred into 5 liters of ice-water. The solid product which thereby precipitated was filtered off, washed with water and dried. 170 g of 2-amino-3-cyano-4-tert.-butyl-furan o... The reactants are CN(C1=CC=C(C(CBr)=O)C=C1)C (p-(dimethylamino)phenacyl bromide), CN(C1=CC=C(C=NN2C(=NC=C2)C2=CC=C(C=C2)OC)C=C1)C (1-[[p-(dimethylamino)benzylidene]amino]-2-(p-methoxyphenyl)-imidazole). Run in C(C)#N (acetonitrile). Reaction conditions: time 3 day. The product is [Br-].CN(C1=CC=C(C=NN2C(=[N+](C=C2)CC(=O)C2=CC=C(C=C2)N(C)C)C2=CC=C(C=C2)OC)C=C1)C (3-[[p-(dimethylamino)benzylidene]amino]-1-[p-(dimethylamino)phenacyl]-2-(p-methoxyphenyl)imidazolium bromide). Reaction SMILES: [CH3:1][N:2]([CH3:13])[C:3]1[CH:12]=[CH:11][C:6]([C:7](=[O:10])[CH2:8][Br:9])=[CH:5][CH:4]=1.[CH3:14][N:15]([CH3:37])[C:16]1[CH:36]=[CH:35][C:19]([CH:20]=[N:21][N:22]2[CH:26]=[CH:25][N:24]=[C:23]2[C:27]2[CH:32]=[CH:31][C:30]([O:33][CH3:34])=[CH:29][CH:28]=2)=[CH:18][CH:17]=1>C(#N)C>[Br-:9].[CH3:37][N:15]([CH3:14])[C:16]1[CH:17]=[CH:18][C:19]([CH:20]=[N:21][N:22]2[CH:26]=[CH:25][N+:24]([CH2:8][C:7]([C:6]3[CH:11]=[CH:12][C:3]([N:2]([CH3:13])[CH3:1])=[CH:4][CH:5]=3)=[O:10])=[C:23]2[C:27]2[CH:32]=[CH:31][C:30]([O:33][CH3:34])=[CH:29][CH:28]=2)=[CH:35][CH:36]=1 |f:3.4|. Reported procedure: 0.60 g of p-(dimethylamino)phenacyl bromide is added to a solution of 0.80 g of 1-[[p-(dimethylamino)benzylidene]amino]-2-(p-methoxyphenyl)-imidazole in 80 ml of acetonitrile. After stirring at room temperature for 3 days, the product is removed by filtration and washed with ether. There is obtained 3-[[p-(dimethylamino)benzylidene]amino]-1-[p-(dimethylamino)phenacyl]-2-(p-methoxyphenyl)imidazolium bromide of melting point 234°. Starting materials: O=C(Cl)OCc1ccccc1, NC(CCCC(=O)O)C(=O)O, [Na+], [OH-]. Yields the product O=C(O)CCCC(NC(=O)OCc1ccccc1)C(=O)O. As a reaction SMILES: [Cl:1][C:2](=[O:3])[O:4][CH2:5][c:6]1[cH:7][cH:8][cH:9][cH:10][cH:11]1.[NH2:12][CH:13]([C:14](=[O:15])[OH:16])[CH2:17][CH2:18][CH2:19][C:20](=[O:21])[OH:22].[Na+:24].[OH-:23]>>[C:2](=[O:3])([O:4][CH2:5][c:6]1[cH:7][cH:8][cH:9][cH:10][cH:11]1)[NH:12][CH:13]([C:14](=[O:15])[OH:16])[CH2:17][CH2:18][CH2:19][C:20](=[O:21])[OH:22]. Starting materials: CC(=O)OC(C)=O, CC(C)=CCCC(C)=CCCC(C)CC(O)C(C)[N+](=O)[O-], O, O=S(=O)(O)O. The product is CC(=O)OC(CC(C)CCC=C(C)CCC=C(C)C)C(C)[N+](=O)[O-]. As a reaction SMILES: [CH3:1][C:2](=[O:3])[O:4][C:5](=[O:6])[CH3:7].[CH3:8][CH:9]([CH2:10][CH:11]([CH:12]([CH3:13])[N+:14](=[O:15])[O-:16])[OH:17])[CH2:18][CH2:19][CH:20]=[C:21]([CH2:22][CH2:23][CH:24]=[C:25]([CH3:26])[CH3:27])[CH3:28].[OH2:34].[S:29](=[O:30])(=[O:31])([OH:32])[OH:33]>>[CH3:1][C:2](=[O:3])[O:17][CH:11]([CH2:10][CH:9]([CH3:8])[CH2:18][CH2:19][CH:20]=[C:21]([CH2:22][CH2:23][CH:24]=[C:25]([CH3:26])[CH3:27])[CH3:28])[CH:12]([CH3:13])[N+:14](=[O:15])[O-:16]. Reactants: CN1C(=NC(=C1C#N)[N+](=O)[O-])COC(C)=O (1-methyl-2-acetoxymethyl-4-nitro-5-cyanoimidazole), N (ammonia). Run in CO (methanol). Run at temperature 0 celsius, time 15 minute. The product is CN1C(=NC(=C1C#N)[N+](=O)[O-])CO (1-Methyl-2-hydroxymethyl-4-nitro-5-cyanoimidazole). As a reaction SMILES: [CH3:1][N:2]1[C:6]([C:7]#[N:8])=[C:5]([N+:9]([O-:11])=[O:10])[N:4]=[C:3]1[CH2:12][O:13]C(=O)C.N>CO>[CH3:1][N:2]1[C:6]([C:7]#[N:8])=[C:5]([N+:9]([O-:11])=[O:10])[N:4]=[C:3]1[CH2:12][OH:13]. Procedure details: 2.0 G. of 1-methyl-2-acetoxymethyl-4-nitro-5-cyanoimidazole is dissolved in 100 ml. of anhydrous methanol which is saturated with anhydrous gaseous ammonia at 0°C. The reaction mixture is stirred for 15 minutes at 0°C. and the methanol and ammonia removed under high vaccum. The residue is recrystallized from isopropanol affording 1.2 g. of 1-methyl-2-hydroxymethyl-4-nitro-5-cyanoimidazole, m.p. 122° to 124°C. Procedure: Tert-butyl 4-{5-[2-fluoro-4-(methylsulfonyl)phenyl]benzo[d]oxazol-2-yl}piperidine-1-carboxylate (200 mg, 0.42 mmol) dissolved in DCM and added Trifluoroacetic acid (0.75 ml). This mixture was stirred at rt for 2 h. DCM removed from the reaction mixture to obtain 5-(2-fluoro-4-(methylsulfonyl)phenyl)-2-(piperidin-4-yl)benzo[d]oxazole 2,2,2-trifluoroacetate (190 mg). 5-(2-fluoro-4-(methylsulfonyl)phenyl)-2-(piperidin-4-yl)-benzo[d]oxazole 2,2,2-trifluoroacetate (190 mg, 0.39 mmol) was dissolved in... Starting materials: FC1=C(C=CC(=C1)S(=O)(=O)C)C=1C=CC2=C(N=C(O2)C2CCN(CC2)C(=O)OC(C)(C)C)C1 (Tert-butyl 4-{5-[2-fluoro-4-(methylsulfonyl)phenyl]benzo[d]oxazol-2-yl}piperidine-1-carboxylate), FC(C(=O)O)(F)F (Trifluoroacetic acid). Solvent: C(Cl)Cl (DCM). As a reaction SMILES: [F:1][C:2]1[CH:7]=[C:6]([S:8]([CH3:11])(=[O:10])=[O:9])[CH:5]=[CH:4][C:3]=1[C:12]1[CH:13]=[CH:14][C:15]2[O:19][C:18]([CH:20]3[CH2:25][CH2:24][N:23](C(OC(C)(C)C)=O)[CH2:22][CH2:21]3)=[N:17][C:16]=2[CH:33]=1.[F:34][C:35]([F:40])([F:39])[C:36]([OH:38])=[O:37]>C(Cl)Cl>[F:34][C:35]([F:40])([F:39])[C:36]([OH:38])=[O:37].[F:1][C:2]1[CH:7]=[C:6]([S:8]([CH3:11])(=[O:9])=[O:10])[CH:5]=[CH:4][C:3]=1[C:12]1[CH:13]=[CH:14][C:15]2[O:19][C:18]([CH:20]3[CH2:25][CH2:24][NH:23][CH2:22][CH2:21]3)=[N:17][C:16]=2[CH:33]=1 |f:3.4|. Conditions: time 2 hour. Yields the product FC(C(=O)O)(F)F.FC1=C(C=CC(=C1)S(=O)(=O)C)C=1C=CC2=C(N=C(O2)C2CCNCC2)C1 (5-(2-fluoro-4-(methylsulfonyl)phenyl)-2-(piperidin-4-yl)benzo[d]oxazole 2,2,2-trifluoroacetate).